Dataset: the Open Reaction Database (ORD), a public repository of structured organic reaction records. Task: describe an organic reaction: reactants, conditions, products, and yield The reactants are C(C)N(CC)CC1=C(C=C(S1)C(=O)O)C (5-diethylaminomethyl-4-methyl-thiophene-2-carboxylic acid), OC1=CC(=C(C(=N)NO)C=C1)OC (4,N-dihydroxy-2-methoxy-benzamidine). Product: C(C)N(CC)CC1=C(C=C(S1)C1=NC(=NO1)C1=C(C=C(C=C1)O)OC)C (4-[5-(5-Diethylaminomethyl-4-methyl-thiophen-2-yl)-[1,2,4]oxadiazol-3-yl]-3-methoxy-phenol). Isolated yield 16.0%. As a reaction SMILES: [CH2:1]([N:3]([CH2:6][C:7]1[S:11][C:10]([C:12]([OH:14])=O)=[CH:9][C:8]=1[CH3:15])[CH2:4][CH3:5])[CH3:2].[OH:16][C:17]1[CH:26]=[CH:25][C:20]([C:21]([NH:23]O)=[NH:22])=[C:19]([O:27][CH3:28])[CH:18]=1>>[CH2:4]([N:3]([CH2:6][C:7]1[S:11][C:10]([C:12]2[O:14][N:23]=[C:21]([C:20]3[CH:25]=[CH:26][C:17]([OH:16])=[CH:18][C:19]=3[O:27][CH3:28])[N:22]=2)=[CH:9][C:8]=1[CH3:15])[CH2:1][CH3:2])[CH3:5]. Procedure details: The title compound (7 mg) is prepared starting from 5-diethylaminomethyl-4-methyl-thiophene-2-carboxylic acid (30 mg, 130 μmol) and 4,N-dihydroxy-2-methoxy-benzamidine (21 mg, 117 μmol) according to Method A; LC-MS: tR=0.50 min; [M+1]+=374.12. Reactants: N1CC(CC1)CNC(=O)C1=CNC2=C1N=CN=C2C2=C(C=CC=1OCOC12)OCC1CC1 (4-(5-cyclopropylmethoxy-benzo[1,3]dioxol-4-yl)-5H-pyrrolo[3,2-d]pyrimidine-7-carboxylic acid (pyrrolidin-3-ylmethyl)-amide), ClC(=O)COC(C)=O (acetic acid chlorocarbonyl-methyl ester). The product is OCC(=O)N1CC(CC1)CNC(=O)C1=CNC2=C1N=CN=C2C2=C(C=CC=1OCOC12)OCC1CC1 (4-(5-Cyclopropylmethoxy-benzo[1,3]dioxol-4-yl)-5H-pyrrolo[3,2-d]pyrimidine-7-carboxylic acid [1-(2-hydroxy-acetyl)pyrrolidin-3-ylmethyl]-amide). Reaction SMILES: [NH:1]1[CH2:5][CH2:4][CH:3]([CH2:6][NH:7][C:8]([C:10]2[C:14]3[N:15]=[CH:16][N:17]=[C:18]([C:19]4[C:27]5[O:26][CH2:25][O:24][C:23]=5[CH:22]=[CH:21][C:20]=4[O:28][CH2:29][CH:30]4[CH2:32][CH2:31]4)[C:13]=3[NH:12][CH:11]=2)=[O:9])[CH2:2]1.Cl[C:34]([CH2:36][O:37]C(=O)C)=[O:35]>>[OH:37][CH2:36][C:34]([N:1]1[CH2:5][CH2:4][CH:3]([CH2:6][NH:7][C:8]([C:10]2[C:14]3[N:15]=[CH:16][N:17]=[C:18]([C:19]4[C:27]5[O:26][CH2:25][O:24][C:23]=5[CH:22]=[CH:21][C:20]=4[O:28][CH2:29][CH:30]4[CH2:31][CH2:32]4)[C:13]=3[NH:12][CH:11]=2)=[O:9])[CH2:2]1)=[O:35]. Procedure details: Starting from 4-(5-cyclopropylmethoxy-benzo[1,3]dioxol-4-yl)-5H-pyrrolo[3,2-d]pyrimidine-7-carboxylic acid (pyrrolidin-3-ylmethyl)-amide (example A146) and acetic acid chlorocarbonyl-methyl ester the title compound is obtained as colorless solid. The reactants are C=O (formaldehyde), C1(=CC=CC=C1)O (Phenol), C=O (formaldehyde), [O-2].[Mg+2] (magnesium oxide). Run in O (water). Run at temperature 80 celsius, time 30 minute. Product: C=O.C1(=CC=CC=C1)O (PHENOL-FORMALDEHYDE). Reaction SMILES: [C:1]1([OH:7])[CH:6]=[CH:5][CH:4]=[CH:3][CH:2]=1.C=O.[O-2].[Mg+2]>O>[CH2:1]=[O:7].[C:1]1([OH:7])[CH:6]=[CH:5][CH:4]=[CH:3][CH:2]=1 |f:2.3,5.6|. Procedure: Phenol (1 mol) and 50% formaldehyde (0.6 mol) were charged to a reaction vessel and the temperature held below 40° C. while magnesium oxide (0.03 mol) was added and well dispersed. The temperature was then allowed to rise to 70° C. over 30 minutes and maintained at this temperature while a second charge of 60% formaldehyde (1.9 mol) was added slowly over one hour and then held for a further 30 minutes. The temperature was then lowered to 55° C. and vacuum distillation commenced until a viscosity... Starting materials: ClC1=NC=C(C(=N1)NC=1C=C(C=CC1)NS(=O)(=O)CC1=CC(=CC=C1)[N+](=O)[O-])Cl (N-{3-[(2,5-dichloropyrimidin-4-yl)amino]phenyl}-1-(3-nitrophenyl)methanesulfonamide). Reagents/catalysts: [Fe] (iron). Run in O (water), CO (methanol), C(C)(=O)O (acetic acid). Reaction conditions: temperature 0 celsius, time 0.5 hour. The product is NC=1C=C(C=CC1)CS(=O)(=O)NC1=CC(=CC=C1)NC1=NC(=NC=C1Cl)Cl (1-(3-Aminophenyl)-N-{3-[(2,5-dichloropyrimidin-4-yl)amino]phenyl}methanesulfonamide). Reaction SMILES: [Cl:1][C:2]1[N:7]=[C:6]([NH:8][C:9]2[CH:10]=[C:11]([NH:15][S:16]([CH2:19][C:20]3[CH:25]=[CH:24][CH:23]=[C:22]([N+:26]([O-])=O)[CH:21]=3)(=[O:18])=[O:17])[CH:12]=[CH:13][CH:14]=2)[C:5]([Cl:29])=[CH:4][N:3]=1>O.CO.C(O)(=O)C.[Fe]>[NH2:26][C:22]1[CH:21]=[C:20]([CH2:19][S:16]([NH:15][C:11]2[CH:12]=[CH:13][CH:14]=[C:9]([NH:8][C:6]3[C:5]([Cl:29])=[CH:4][N:3]=[C:2]([Cl:1])[N:7]=3)[CH:10]=2)(=[O:17])=[O:18])[CH:25]=[CH:24][CH:23]=1. Procedure details: To a solution of N-{3-[(2,5-dichloropyrimidin-4-yl)amino]phenyl}-1-(3-nitrophenyl)methanesulfonamide (0.060 g, 0.13 mmol) in water (0.1 mL), methanol (0.5 mL) and acetic acid (0.20 mL) was added iron (0.030 g, 0.53 mmol) powder in one batch. The mixture was stirred at 0° C. for 0.5 h. The reaction was mixed with celite, filtered, and the cake was washed with EtOAc. The brown filtrate was concentrated and EtOAc and NaHCO3/water added. Water phase was extracted with EtOAc twice. The organics were ... The reactants are CC=1OC(C2=C(N1)C=CC=C2)=O (2-methyl-4H-Benzo[d][1,3]oxazin-4-one), NC1=CC=CC=C1 (aniline). Reaction conditions: temperature 160 celsius. Yields the product C1(=CC=CC=C1)N1C(N=C2C=CC=CC2=C1)=O (3-phenylquinazolinone). The yield is 35.2%. As a reaction SMILES: C[C:2]1[O:3][C:4](=O)[C:5]2[CH:11]=[CH:10][CH:9]=[CH:8][C:6]=2[N:7]=1.[NH2:13][C:14]1[CH:19]=[CH:18][CH:17]=[CH:16][CH:15]=1>>[C:14]1([N:13]2[CH:4]=[C:5]3[C:6]([CH:8]=[CH:9][CH:10]=[CH:11]3)=[N:7][C:2]2=[O:3])[CH:19]=[CH:18][CH:17]=[CH:16][CH:15]=1. Procedure details: A mixture of 2-methyl-4H-Benzo[d][1,3]oxazin-4-one (12; 1.0 g, 6.2 mmol) and aniline (13, R═H, 0.57 mL, 6.2 mmol, 1.0 eq) were heated at 160° C. (oil bath) for 12 hours. The reaction was cooled to room temperature and the resulting solid was recrystallized from EtOH to yield 485 mg (31%) of 14 as a yellow-orange crystalline solid: 1H NMR (CDCl3): 8.28 (d, 1H), 7.80-7.67 (m, 2H), 7.60-7.44 (m, 4H), 7.29-7.28 (m, 2H), 2.25 (s, 3H).